This data is from the Open Reaction Database (ORD), a public repository of structured organic reaction records. The task is: describe an organic reaction: reactants, conditions, products, and yield The reactants are Nc1ccc(Br)cc1, CCOC(=O)c1ccccc1Br, CCO, CCc1cc(Cl)n2nccc2n1, CCOC(=O)c1ccccc1-c1ccc(N)cc1. Yields the product CCOC(=O)c1ccccc1-c1ccc(Nc2cc(CC)nc3ccnn23)cc1. RXN SMILES: [Br:31][c:32]1[cH:33][cH:34][c:35]([NH2:36])[cH:37][cH:38]1.[Br:39][c:40]1[cH:41][cH:42][cH:43][cH:44][c:45]1[C:46]([O:47][CH2:48][CH3:49])=[O:50].[CH3:51][CH2:52][OH:53].[Cl:1][c:2]1[cH:3][c:4]([CH2:11][CH3:12])[n:5][c:6]2[n:7]1[n:8][cH:9][cH:10]2.[NH2:13][c:14]1[cH:15][cH:16][c:17](-[c:20]2[c:21]([C:26](=[O:27])[O:28][CH2:29][CH3:30])[cH:22][cH:23][cH:24][cH:25]2)[cH:18][cH:19]1>>[c:2]1([NH:13][c:14]2[cH:15][cH:16][c:17](-[c:20]3[c:21]([C:26](=[O:27])[O:28][CH2:29][CH3:30])[cH:22][cH:23][cH:24][cH:25]3)[cH:18][cH:19]2)[cH:3][c:4]([CH2:11][CH3:12])[n:5][c:6]2[n:7]1[n:8][cH:9][cH:10]2. Starting materials: NC1=C(C(=O)NCC(CN2C=NC=C2)C)C=C(C=C1)Br (2-amino-5-bromo-N-[3-(1H-imidazol-1-yl)-2 -methylpropyl]benzamide), C(OCC)(OCC)OCC (triethyl orthoformate). The solvent is C(C)O (ethanol). Product: BrC=1C=C2C(N(C=NC2=CC1)CC(CN1C=NC=C1)C)=O (6-Bromo-3-[3-(1H-imidazol-1-yl)-2-methylpropyl]-4(3H)-quinazolinone). RXN SMILES: [NH2:1][C:2]1[CH:19]=[CH:18][C:17]([Br:20])=[CH:16][C:3]=1[C:4]([NH:6][CH2:7][CH:8]([CH3:15])[CH2:9][N:10]1[CH:14]=[CH:13][N:12]=[CH:11]1)=[O:5].[CH:21](OCC)(OCC)OCC>C(O)C>[Br:20][C:17]1[CH:16]=[C:3]2[C:2](=[CH:19][CH:18]=1)[N:1]=[CH:21][N:6]([CH2:7][CH:8]([CH3:15])[CH2:9][N:10]1[CH:14]=[CH:13][N:12]=[CH:11]1)[C:4]2=[O:5]. Procedure: A mixture of 3.37 g of 2-amino-5-bromo-N-[3-(1H-imidazol-1-yl)-2 -methylpropyl]benzamide, 5 ml of triethyl orthoformate and 10 ml of ethanol was heated at reflux temperature for 20 hours. The reaction mixture was concentrated, triturated with ether and then boiled with ethyl acetate. The insoluble product was filtered off, mp 159°-162° C. Starting materials: product, BrBr (bromine), BrC12C(N(CC13C1=C(C(C4=C2C=CC=C4)C3Br)C=CC=C1)CC1CCCCC1)=O (12b,13-dibromo-2-cyclohexylmethyl-2,3,8,12b-tetrahydro-1H-3a,8-methanodibenzo[3,4:6,7]cyclohepta[1,2-c]pyrrol-1-one), C(CCC)[SnH](CCCC)CCCC (tributyltin hydride), C1=CC=CC=C1 (benzene). Run in C(Cl)Cl (methylene chloride). The product is C1(CCCCC1)CN1C(C2C3(C1)C1=C(C(C4=C2C=CC=C4)C3)C=CC=C1)=O (2-cyclohexylmethyl-2,3,8,12b-tetrahydro-1H-3a,8-methanodibenzo[3,4:6,7]cyclohepta[1,2-c]pyrrol-1-one). RXN SMILES: BrBr.Br[C:4]12[C:13]3[CH:14]=[CH:15][CH:16]=[CH:17][C:12]=3[CH:11]3[CH:18](Br)[C:8]1([C:9]1[CH:23]=[CH:22][CH:21]=[CH:20][C:10]=13)[CH2:7][N:6]([CH2:24][CH:25]1[CH2:30][CH2:29][CH2:28][CH2:27][CH2:26]1)[C:5]2=[O:31].C([SnH](CCCC)CCCC)CCC.C1C=CC=CC=1>C(Cl)Cl>[CH:25]1([CH2:24][N:6]2[CH2:7][C:8]34[CH2:18][CH:11]([C:12]5[CH:17]=[CH:16][CH:15]=[CH:14][C:13]=5[CH:4]3[C:5]2=[O:31])[C:10]2[CH:20]=[CH:21][CH:22]=[CH:23][C:9]4=2)[CH2:26][CH2:27][CH2:28][CH2:29][CH2:30]1. Procedure details: The above product (2.94 g) is treated with 1.41 g of bromine in methylene chloride at room temperature. The resulting crude 12b,13-dibromo-2-cyclohexylmethyl-2,3,8,12b-tetrahydro-1H-3a,8-methanodibenzo[3,4:6,7]cyclohepta[1,2-c]pyrrol-1-one is heated under reflux with 9 g of tributyltin hydride and 25 ml of anhydrous benzene for 3 days. The benzene is removed and the residue is concentrated further using short-path distillation (1 micron, 125° bath temperature). Crystallization of the residue fro... Starting materials: NC(CN1N=C(C=C1)C1=CC(=C(C#N)C=C1)Cl)C(C)C (4-(1-(2-amino-3-methylbutyl)-1H-pyrazol-3-yl)-2-chlorobenzonitrile), N1=CC(=CC=C1)C1=CC(=NN1)C(=O)O (5-(pyridin-3-yl)-1H-pyrazole-3-carboxylic acid). Yields the product ClC=1C=C(C=CC1C#N)C1=NN(C=C1)CC(C(C)C)NC(=O)C1=CC(=NN1)C=1C=NC=CC1 (N-(1-(3-(3-chloro-4-cyanophenyl)-1H-pyrazol-1-yl)-3-methylbutan-2-yl)-3-(pyridin-3-yl)-1H-pyrazole-5-carboxamide). The yield is 12.0%. As a reaction SMILES: [NH2:1][CH:2]([CH:18]([CH3:20])[CH3:19])[CH2:3][N:4]1[CH:8]=[CH:7][C:6]([C:9]2[CH:16]=[CH:15][C:12]([C:13]#[N:14])=[C:11]([Cl:17])[CH:10]=2)=[N:5]1.[N:21]1[CH:26]=[CH:25][CH:24]=[C:23]([C:27]2[NH:31][N:30]=[C:29]([C:32](O)=[O:33])[CH:28]=2)[CH:22]=1>>[Cl:17][C:11]1[CH:10]=[C:9]([C:6]2[CH:7]=[CH:8][N:4]([CH2:3][CH:2]([NH:1][C:32]([C:29]3[NH:30][N:31]=[C:27]([C:23]4[CH:22]=[N:21][CH:26]=[CH:25][CH:24]=4)[CH:28]=3)=[O:33])[CH:18]([CH3:20])[CH3:19])[N:5]=2)[CH:16]=[CH:15][C:12]=1[C:13]#[N:14]. Procedure details: The title compound was prepared using the method of Example 34(d) starting from 4-(1-(2-amino-3-methylbutyl)-1H-pyrazol-3-yl)-2-chlorobenzonitrile (0.060 g; 0.21 mmol) and 5-(pyridin-3-yl)-1H-pyrazole-3-carboxylic acid (0.039 g; 0.21 mmol). The crude product was purified by flash chromatography using cyanocolumn and EtOAc/heptane as eluent. Yield 12%. 1H-NMR (400 MHz; MeOD): δ 1.14 (m, 6H), 1.95 (m, 1H), 4.35 (m, 2H), 4.55 (m, 1H), 6.71 (s, 1H), 7.02 (m, 1H), 7.53 (m, 1H), 7.72 (m, 3H), 7.95 (s,... Starting materials: CN(C(=O)CN1C(=O)c2ccccc2C1=O)c1ccc(Cl)c(COS(C)(=O)=O)c1Cl, CN(C)C=O, [H-], [Na+], O, Cc1cc(OCc2ccccn2)c2cccc(O)c2n1. The product is Cc1cc(OCc2ccccn2)c2cccc(OCc3c(Cl)ccc(N(C)C(=O)CN4C(=O)c5ccccc5C4=O)c3Cl)c2n1. As a reaction SMILES: [CH3:23][S:24]([O:25][CH2:28][c:29]1[c:30]([Cl:52])[c:31]([N:36]([C:37]([CH2:38][N:39]2[C:40](=[O:49])[c:41]3[c:42]([cH:45][cH:46][cH:47][cH:48]3)[C:43]2=[O:44])=[O:50])[CH3:51])[cH:32][cH:33][c:34]1[Cl:35])(=[O:26])=[O:27].[CH3:54][N:55]([CH3:56])[CH:57]=[O:58].[H-:1].[Na+:2].[OH2:53].[OH:3][c:4]1[cH:5][cH:6][cH:7][c:8]2[c:9]([O:15][CH2:16][c:17]3[n:18][cH:19][cH:20][cH:21][cH:22]3)[cH:10][c:11]([CH3:14])[n:12][c:13]12>>[O:3]([c:4]1[cH:5][cH:6][cH:7][c:8]2[c:9]([O:15][CH2:16][c:17]3[n:18][cH:19][cH:20][cH:21][cH:22]3)[cH:10][c:11]([CH3:14])[n:12][c:13]12)[CH2:28][c:29]1[c:30]([Cl:52])[c:31]([N:36]([C:37]([CH2:38][N:39]2[C:40](=[O:49])[c:41]3[c:42]([cH:45][cH:46][cH:47][cH:48]3)[C:43]2=[O:44])=[O:50])[CH3:51])[cH:32][cH:33][c:34]1[Cl:35].